This data is from the Open Reaction Database (ORD), a public repository of structured organic reaction records. The task is: describe an organic reaction: reactants, conditions, products, and yield Reactants: COC=1C=C(C(=C(C1)C(=O)O)C(=O)O)C(=O)O (5-methoxy-benzene-1,2,3-tricarboxylic acid), NC1C(NC(CC1)=O)=O (3-aminopiperidine-2,6-dione). Product: O=C1NC(CCC1N1C(C=2C=C(C=C(C2C1=O)C(=O)O)OC)=O)=O (2-(2,6-dioxo-piperidin-3-yl)-6-methoxy-1,3-dioxo-2,3-dihydro-1H-isoindole-4-carboxylic acid). As a reaction SMILES: [CH3:1][O:2][C:3]1[CH:4]=[C:5]([C:15]([OH:17])=O)[C:6]([C:12]([OH:14])=O)=[C:7]([C:9]([OH:11])=[O:10])[CH:8]=1.[NH2:18][CH:19]1[CH2:24][CH2:23][C:22](=[O:25])[NH:21][C:20]1=[O:26]>>[O:26]=[C:20]1[CH:19]([N:18]2[C:12](=[O:14])[C:6]3[C:7]([C:9]([OH:11])=[O:10])=[CH:8][C:3]([O:2][CH3:1])=[CH:4][C:5]=3[C:15]2=[O:17])[CH2:24][CH2:23][C:22](=[O:25])[NH:21]1. Procedure: reacting 5-methoxy-benzene-1,2,3-tricarboxylic acid with 3-aminopiperidine-2,6-dione, in one embodiment, in the presence of a coupling reagent, to form 2-(2,6-dioxo-piperidin-3-yl)-6-methoxy-1,3-dioxo-2,3-dihydro-1H-isoindole-4-carboxylic acid; The reactants are CC(C)(C)c1cccc(C(C)(C)C)c1O, C=CCBr, COCCOC, Cl, [H-], [Na+], O, S=C=S. Yields the product C=CCSC(=S)c1cc(C(C)(C)C)c(O)c(C(C)(C)C)c1. Reaction SMILES: [C:1]([CH3:2])([CH3:3])([CH3:4])[c:5]1[c:6]([OH:15])[c:7]([C:11]([CH3:12])([CH3:13])[CH3:14])[cH:8][cH:9][cH:10]1.[CH2:19]([CH:20]=[CH2:21])[Br:22].[CH2:26]([CH2:27][O:28][CH3:29])[O:30][CH3:31].[ClH:18].[H-:16].[Na+:17].[OH2:32].[S:23]=[C:24]=[S:25]>>[C:1]([CH3:2])([CH3:3])([CH3:4])[c:5]1[c:6]([OH:15])[c:7]([C:11]([CH3:12])([CH3:13])[CH3:14])[cH:8][c:9]([C:24](=[S:23])[S:25][CH2:19][CH:20]=[CH2:21])[cH:10]1. The reactants are C(C)(C)(C)OC(NC(CC1=CC2=CN(N=C2C(=C1)C)COCC[Si](C)(C)C)C=1NC=CN1)=O (tert-Butyl-1-(1H-imidazol-2-yl)-2-(7-methyl-2-[{2-[trimethylsilyl]ethoxy}methyl]-2H-indazol-5-yl)ethylcarbamate), C(C)(C)(C)C1=CC=C(CBr)C=C1 (4-(tert-Butyl)-benzyl bromide), C([O-])([O-])=O.[K+].[K+] (potassium carbonate). Solvent: CN(C=O)C (dimethylformamide). Conditions: time 16 hour. Yields the product C(C)(C)(C)C1=CC=C(CN2C(=NC=C2)C(CC2=CC3=CN(N=C3C(=C2)C)COCC[Si](C)(C)C)NC(OC(C)(C)C)=O)C=C1 ((±)-tert-Butyl 1-(1-(4-tert-Butylbenzyl)-1H-imidazol-2-yl)-2-(7-methyl-2-((2-(trimethylsilyl)ethoxy)methyl)-2H-indazol-5-yl)ethylcarbamate). As a reaction SMILES: [C:1]([O:5][C:6](=[O:33])[NH:7][CH:8]([C:28]1[NH:29][CH:30]=[CH:31][N:32]=1)[CH2:9][C:10]1[CH:18]=[C:17]([CH3:19])[C:16]2[C:12](=[CH:13][N:14]([CH2:20][O:21][CH2:22][CH2:23][Si:24]([CH3:27])([CH3:26])[CH3:25])[N:15]=2)[CH:11]=1)([CH3:4])([CH3:3])[CH3:2].[C:34]([C:38]1[CH:45]=[CH:44][C:41]([CH2:42]Br)=[CH:40][CH:39]=1)([CH3:37])([CH3:36])[CH3:35].C(=O)([O-])[O-].[K+].[K+]>CN(C)C=O>[C:34]([C:38]1[CH:39]=[CH:40][C:41]([CH2:42][N:32]2[CH:31]=[CH:30][N:29]=[C:28]2[CH:8]([NH:7][C:6](=[O:33])[O:5][C:1]([CH3:4])([CH3:2])[CH3:3])[CH2:9][C:10]2[CH:18]=[C:17]([CH3:19])[C:16]3[C:12](=[CH:13][N:14]([CH2:20][O:21][CH2:22][CH2:23][Si:24]([CH3:25])([CH3:27])[CH3:26])[N:15]=3)[CH:11]=2)=[CH:44][CH:45]=1)([CH3:37])([CH3:35])[CH3:36] |f:2.3.4|. Procedure details: (tert-Butyl-1-(1H-imidazol-2-yl)-2-(7-methyl-2-[{2-[trimethylsilyl]ethoxy}methyl]-2H-indazol-5-yl)ethylcarbamate (40 mg, 0.085 mmol), 4-(tert-Butyl)-benzyl bromide (16.3 μL, 0.089 mmol, 1.05 equiv), and potassium carbonate (23.5 mg, 0.17 mmol) were combined in dimethylformamide (1.0 mL). After stirring at room temperature for 16 h, the solvents were removed and the residue purified by column chromatography to afford 36.0 mg (79%). Mass spec.: 618.6 (MH)+. The reactants are C1CCC2=NCCCN2CC1, Cc1ccccc1, [N-]=[N+]=[N-], CCOC(=O)c1cc2ccc(C(C)O)cc2s1, [N-]=[N+]=NP(=O)(c1ccccc1)c1ccccc1. Product: CCOC(=O)c1cc2ccc(C(C)N=[N+]=[N-])cc2s1. Reaction SMILES: [CH2:35]1[CH2:36][CH2:37][C:38]2=[N:43][CH2:42][CH2:41][CH2:40][N:39]2[CH2:44][CH2:45]1.[CH3:49][c:50]1[cH:51][cH:52][cH:53][cH:54][cH:55]1.[N-:46]=[N+:47]=[N-:48].[OH:1][CH:2]([CH3:3])[c:4]1[cH:5][c:6]2[c:7]([cH:8][c:9]([C:11](=[O:12])[O:13][CH2:14][CH3:15])[s:10]2)[cH:16][cH:17]1.[c:18]1([P:19]([c:20]2[cH:21][cH:22][cH:23][cH:24][cH:25]2)(=[O:26])[N:32]=[N+:33]=[N-:34])[cH:27][cH:28][cH:29][cH:30][cH:31]1>>[CH:2]([CH3:3])([c:4]1[cH:5][c:6]2[c:7]([cH:8][c:9]([C:11](=[O:12])[O:13][CH2:14][CH3:15])[s:10]2)[cH:16][cH:17]1)[N:32]=[N+:33]=[N-:34].